Task: describe an organic reaction: reactants, conditions, products, and yield. Dataset: the Open Reaction Database (ORD), a public repository of structured organic reaction records Reactants: COc1ccc(CN2CCC(F)(F)CC(NC(=O)OC(C)(C)C)C2=O)c(OC)c1, CCN(C(C)C)C(C)C, ClCCl, Cl, O=S(=O)(Cl)CCC(F)(F)F, C1COCCO1. The product is COc1ccc(CN2CCC(F)(F)CC(NS(=O)(=O)CCC(F)(F)F)C2=O)c(OC)c1. Reaction SMILES: [C:1]([O:2][C:3](=[O:4])[NH:7][CH:8]1[C:9](=[O:28])[N:10]([CH2:17][c:18]2[c:19]([O:26][CH3:27])[cH:20][c:21]([O:24][CH3:25])[cH:22][cH:23]2)[CH2:11][CH2:12][C:13]([F:15])([F:16])[CH2:14]1)([CH3:5])([CH3:6])[CH3:29].[CH:37]([N:38]([CH2:39][CH3:40])[CH:41]([CH3:42])[CH3:43])([CH3:44])[CH3:45].[Cl:56][CH2:57][Cl:58].[ClH:30].[F:46][C:47]([CH2:48][CH2:49][S:50](=[O:51])(=[O:52])[Cl:53])([F:54])[F:55].[O:31]1[CH2:32][CH2:33][O:34][CH2:35][CH2:36]1>>[NH:7]([CH:8]1[C:9](=[O:28])[N:10]([CH2:17][c:18]2[c:19]([O:26][CH3:27])[cH:20][c:21]([O:24][CH3:25])[cH:22][cH:23]2)[CH2:11][CH2:12][C:13]([F:15])([F:16])[CH2:14]1)[S:50]([CH2:49][CH2:48][C:47]([F:46])([F:54])[F:55])(=[O:51])=[O:52]. Reactants: ClC1=CC2=C(N=C(S2)C(CC(C(F)F)=O)=O)C=C1 (1-(6-chlorobenzothiazol-2-yl)-4,4-difluorobutane-1,3-dione), Cl.S(N)(=O)(=O)C1=CC=C(C=C1)NN (4-sulfamoylphenylhydrazine hydrochloride). Yields the product ClC1=CC2=C(N=C(S2)C2=CC(=NN2C2=CC=C(C=C2)S(=O)(=O)N)C(F)F)C=C1 (4-[5-(6-chlorobenzothiazol-2-yl)-3-difluoromethyl-1H-pyrazol-1-yl]benzenesulfonamide). RXN SMILES: [Cl:1][C:2]1[CH:18]=[CH:17][C:5]2[N:6]=[C:7]([C:9](=O)[CH2:10][C:11](=O)[CH:12]([F:14])[F:13])[S:8][C:4]=2[CH:3]=1.Cl.[S:20]([C:24]1[CH:29]=[CH:28][C:27]([NH:30][NH2:31])=[CH:26][CH:25]=1)(=[O:23])(=[O:22])[NH2:21]>>[Cl:1][C:2]1[CH:18]=[CH:17][C:5]2[N:6]=[C:7]([C:9]3[N:30]([C:27]4[CH:26]=[CH:25][C:24]([S:20]([NH2:21])(=[O:23])=[O:22])=[CH:29][CH:28]=4)[N:31]=[C:11]([CH:12]([F:14])[F:13])[CH:10]=3)[S:8][C:4]=2[CH:3]=1 |f:1.2|. Procedure: The procedure of Example 9 was repeated using 1-(6-chlorobenzothiazol-2-yl)-4,4-difluorobutane-1,3-dione and 4-sulfamoylphenylhydrazine hydrochloride as the starting materials to obtain 4-[5-(6-chlorobenzothiazol-2-yl)-3-difluoromethyl-1H-pyrazol-1-yl]benzenesulfonamide. NMR(DMSO-d6) δ: 7.23 (1H, t, J=54.1 Hz), 7.56 (2H, bs), 7.57 (1H , s), 7.56-7.60 (1H, m), 7.76-7.80 (2H, m), 7.93-7.97 (3H, m), 8.36 (1H, d, J=2.3 Hz); mp 242-244° C. (toluene) Reactants: CO, CN1CCN(c2ccc([N+](=O)[O-])cc2)CC1, ClCCl. The product is CN1CCN(c2ccc(N)cc2)CC1. As a reaction SMILES: [CH3:17][OH:18].[CH3:1][N:2]1[CH2:3][CH2:4][N:5]([c:8]2[cH:9][cH:10][c:11]([N+:14]([O-:15])=[O:16])[cH:12][cH:13]2)[CH2:6][CH2:7]1.[Cl:19][CH2:20][Cl:21]>>[CH3:1][N:2]1[CH2:3][CH2:4][N:5]([c:8]2[cH:9][cH:10][c:11]([NH2:14])[cH:12][cH:13]2)[CH2:6][CH2:7]1. Reactants: [Si](C)(C)(C(C)(C)C)Cl (t-butyldimethylsilyl chloride), N1C=NC=C1 (imidazole), [C@@H]1([C@@H](CCC1)O)O (trans-1,2-cyclopentanediol). Run in CN(C)C=O (DMF), CN(C)C=O (DMF), ice water. Run at temperature 25 celsius, time 8 hour. The product is O([Si](C)(C)C(C)(C)C)[C@H]1[C@@H](CCC1)O ((trans)-2-(t-butyldimethysiloxy)-cyclopentanol). RXN SMILES: [Si:1](Cl)([C:4]([CH3:7])([CH3:6])[CH3:5])([CH3:3])[CH3:2].N1C=CN=C1.[C@@H:14]1([OH:20])[CH2:18][CH2:17][CH2:16][C@H:15]1[OH:19]>CN(C=O)C>[O:19]([C@@H:15]1[CH2:16][CH2:17][CH2:18][C@H:14]1[OH:20])[Si:1]([C:4]([CH3:7])([CH3:6])[CH3:5])([CH3:3])[CH3:2]. Procedure: To a mixture of t-butyldimethylsilyl chloride (5.08 g, 33.7 mmol) and imidazole (2.30 g, 33.7 mmol) in DMF (10 mL), a solution of trans-1,2-cyclopentanediol in DMF (4 mL) was added. The reaction mixture was stirred overnight at 25° C. The reaction mixture was diluted with ice water and extracted with ether. The ether extract was washed with water and brine, dried over magnesium sulfate, filtered and the solvent removed in vacuo. The residue was purified by flash chromatography (silica, 9:1 hexan... The reactants are C(\C=C\C)(=O)OCC (ethyl crotonate), C(C1=CC=CC=C1)N (benzyl amine). The product is C(C1=CC=CC=C1)NC(CC(=O)OCC)C (ethyl 3-(benzylamino)butanoate). The yield is 68.9%. RXN SMILES: [C:1]([O:6][CH2:7][CH3:8])(=[O:5])/[CH:2]=[CH:3]/[CH3:4].[CH2:9]([NH2:16])[C:10]1[CH:15]=[CH:14][CH:13]=[CH:12][CH:11]=1>>[CH2:9]([NH:16][CH:3]([CH3:4])[CH2:2][C:1]([O:6][CH2:7][CH3:8])=[O:5])[C:10]1[CH:15]=[CH:14][CH:13]=[CH:12][CH:11]=1. Procedure: A solution of ethyl crotonate (5.0 ml, 40 mmol) and benzyl amine (4.8 ml, 44 mmol) was heated to 100° C. for 18 hs. The reaction was allowed to cool and the product was distilled at 90° C. at 200 mtorr pressure to give the ethyl 3-(benzylamino)butanoate (6.1 g, 69%) as a clear oil, MS (M+H)+=222.